This data is from the Open Reaction Database (ORD), a public repository of structured organic reaction records. The task is: describe an organic reaction: reactants, conditions, products, and yield Reactants: COC(=O)C1=CC2=CC=C(C=C2C=C1)OC (6-methoxy-naphthalene-2-carboxylic acid methyl ester), [H-].[Na+] (NaH), C(C)#N (acetonitrile). Solvent: C1(=CC=CC=C1)C (toluene). Conditions: temperature 90 celsius. Yields the product COC=1C=C2C=CC(=CC2=CC1)C(CC#N)=O (3-(6-Methoxy-naphthalen-2-yl)-3-oxo-propionitrile). As a reaction SMILES: CO[C:3]([C:5]1[CH:14]=[CH:13][C:12]2[C:7](=[CH:8][CH:9]=[C:10]([O:15][CH3:16])[CH:11]=2)[CH:6]=1)=[O:4].[H-].[Na+].[C:19](#[N:21])[CH3:20]>C1(C)C=CC=CC=1>[CH3:16][O:15][C:10]1[CH:11]=[C:12]2[C:7](=[CH:8][CH:9]=1)[CH:6]=[C:5]([C:3](=[O:4])[CH2:20][C:19]#[N:21])[CH:14]=[CH:13]2 |f:1.2|. Reported procedure: To a solution of 6-methoxy-naphthalene-2-carboxylic acid methyl ester (1.0 g, 4.7 mmol) in dry toluene (8 mL), NaH (0.55 mg, 9.4 mmol) were added and the mixture was heated at 90° C. To the hot solution, acetonitrile (1.2 mL) was added dropwise. The reaction was then heated for 18 hours and the product precipitated from the reaction mixture as its sodium salt. Reactants: C(C1=CC=CC=C1)OC(=O)N([C@H](C(=O)O)C)CC1=CC=C(C=C1)OC ((S)-2-(((benzyloxy)carbonyl)(4-methoxybenzyl)amino)propanoic acid). The solvent is C1CCOC1 (THF). Run at temperature 2.5 celsius, time 1 hour. The product is OC[C@H](C)N(C(OCC1=CC=CC=C1)=O)CC1=CC=C(C=C1)OC ((S)-benzyl (1-hydroxypropan-2-yl)(4-methoxybenzyl)carbamate). Reaction SMILES: [CH2:1]([O:8][C:9]([N:11]([CH2:17][C:18]1[CH:23]=[CH:22][C:21]([O:24][CH3:25])=[CH:20][CH:19]=1)[C@@H:12]([CH3:16])[C:13](O)=[O:14])=[O:10])[C:2]1[CH:7]=[CH:6][CH:5]=[CH:4][CH:3]=1>C1COCC1>[OH:14][CH2:13][C@@H:12]([N:11]([CH2:17][C:18]1[CH:19]=[CH:20][C:21]([O:24][CH3:25])=[CH:22][CH:23]=1)[C:9](=[O:10])[O:8][CH2:1][C:2]1[CH:7]=[CH:6][CH:5]=[CH:4][CH:3]=1)[CH3:16]. Procedure: To a solution of (S)-2-(((benzyloxy)carbonyl)(4-methoxybenzyl)amino)propanoic acid [439589-23-8] (16 g, 41.9 mmol) in THF (150 mL) was slowly added under argon borane dimethylsulfide (8.4 mL, 84 mmol) at 0-5° C. The reaction mixture was stirred for 1 h at 0-5° C. followed by 3 h at 40-45° C. Excess borane was destroyed by careful addition of MeOH and the reaction mixture was evaporated 3× with 200 mL MeOH and 2× with CHCl3. The title compound was obtained after drying as a colorless oil (13.7 g,... Reactants: CCO, CCOC(C)=O, COC(=O)NCc1cc(CC#N)ccc1Cl, CC(C)(C)ON=O, [Na+], [OH-], O. The product is COC(=O)NCc1cc(C(C#N)=NO)ccc1Cl. As a reaction SMILES: [CH3:19][CH2:20][OH:21].[CH3:29][CH2:30][O:31][C:32](=[O:33])[CH3:34].[Cl:3][c:4]1[c:5]([CH2:6][NH:7][C:8]([O:9][CH3:10])=[O:11])[cH:12][c:13]([CH2:16][C:17]#[N:18])[cH:14][cH:15]1.[N:22](=[O:23])[O:24][C:25]([CH3:26])([CH3:27])[CH3:28].[Na+:2].[OH-:1].[OH2:35]>>[Cl:3][c:4]1[c:5]([CH2:6][NH:7][C:8]([O:9][CH3:10])=[O:11])[cH:12][c:13]([C:16]([C:17]#[N:18])=[N:22][OH:23])[cH:14][cH:15]1. Starting materials: P(Br)(Br)Br (phosphorus tribromide), O1N=C(C=C1)NC=1C(=C2C(=[N+](C1)[O-])CCOC2)[N+](=O)[O-] (3-(3-Isoxazolyl)amino-4-nitro-7,8-dihydro-5H-pyrano-[4,3-b]pyridine-1-oxide), ice water, C([O-])([O-])=O.[K+].[K+] (potassium carbonate). The solvent is C(Cl)Cl (methylene chloride), C(Cl)Cl (methylene chloride). Reaction conditions: time 2 hour. Yields the product O1N=C(C=C1)NC=1C(=C2C(=NC1)CCOC2)[N+](=O)[O-] (3-(3-Isoxazolyl)amino-4-nitro-7,8-dihydro-5H-pyrano-[4,3-b]pyridine). Isolated yield 91.3%. RXN SMILES: [O:1]1[CH:5]=[CH:4][C:3]([NH:6][C:7]2[C:8]([N+:18]([O-:20])=[O:19])=[C:9]3[CH2:17][O:16][CH2:15][CH2:14][C:10]3=[N+:11]([O-])[CH:12]=2)=[N:2]1.P(Br)(Br)Br.C(=O)([O-])[O-].[K+].[K+]>C(Cl)Cl>[O:1]1[CH:5]=[CH:4][C:3]([NH:6][C:7]2[C:8]([N+:18]([O-:20])=[O:19])=[C:9]3[CH2:17][O:16][CH2:15][CH2:14][C:10]3=[N:11][CH:12]=2)=[N:2]1 |f:2.3.4|. Reported procedure: To a solution of 473 mg of Compound 6 obtained in the above step (2) in 30 ml of methylene chloride is added a solution of 935 mg of phosphorus tribromide in 1 ml of methylene chloride under ice cooling. The reaction mixture is stirred for 2 hours, mixed with ice water and neutralized with aqueous potassium carbonate under ice cooling. The organic layer is separated, and the aqueous layer is extracted with methylene chloride. The organic layers are combined, washed with saturated saline, dried o... Reactants: [BH4-], O=C(NC(Cc1ccccc1)C(=O)C(F)(F)F)c1ccccc1, CCO, Cl, [Na+]. Product: O=C(NC(Cc1ccccc1)C(O)C(F)(F)F)c1ccccc1. As a reaction SMILES: [BH4-:1].[C:3]([c:4]1[cH:5][cH:6][cH:7][cH:8][cH:9]1)(=[O:10])[NH:11][CH:12]([C:13]([C:14]([F:15])([F:16])[F:17])=[O:18])[CH2:19][c:20]1[cH:21][cH:22][cH:23][cH:24][cH:25]1.[CH3:27][CH2:28][OH:29].[ClH:26].[Na+:2]>>[C:3]([c:4]1[cH:5][cH:6][cH:7][cH:8][cH:9]1)(=[O:10])[NH:11][CH:12]([CH:13]([C:14]([F:15])([F:16])[F:17])[OH:18])[CH2:19][c:20]1[cH:21][cH:22][cH:23][cH:24][cH:25]1.